This data is from the Open Reaction Database (ORD), a public repository of structured organic reaction records. The task is: describe an organic reaction: reactants, conditions, products, and yield The reactants are ClP(C1=CC=CC=C1)C1=CC=CC=C1 (chlorodiphenylphosphine), FC1=CC=C(C=C1)C1=NC(=NC(=C1CO)C(C)C)N(S(=O)(=O)C)C ([4-(4-fluorophenyl)-6-isopropyl-2-(N-methyl-N-methylsulfonylamino)pyrimidin-5-yl]methanol), solid, [OH-].[K+] (potassium hydroxide), C1COCCOCCOCCOCCOCCO1 (18-crown-6). Run in O (water), C1(=CC=CC=C1)C (toluene), C1(=CC=CC=C1)C (toluene). Conditions: temperature 109 celsius, time 3.5 hour. Yields the product C1(=CC=CC=C1)P(=O)(C1=CC=CC=C1)CC=1C(=NC(=NC1C(C)C)N(S(=O)(=O)C)C)C1=CC=C(C=C1)F (N-[5-(diphenylphosphinoylmethyl)-4-(4-fluorophenyl)-6-isopropylpyrimidin-2-yl]-N-methylmethanesulphonamide). The yield is 581.7%. RXN SMILES: [F:1][C:2]1[CH:7]=[CH:6][C:5]([C:8]2[C:13]([CH2:14]O)=[C:12]([CH:16]([CH3:18])[CH3:17])[N:11]=[C:10]([N:19]([CH3:24])[S:20]([CH3:23])(=[O:22])=[O:21])[N:9]=2)=[CH:4][CH:3]=1.Cl[P:26]([C:33]1[CH:38]=[CH:37][CH:36]=[CH:35][CH:34]=1)[C:27]1[CH:32]=[CH:31][CH:30]=[CH:29][CH:28]=1.[OH-].[K+].C1OCCOCCOCCOCCOCC[O:43]C1>C1(C)C=CC=CC=1.O>[C:27]1([P:26]([CH2:14][C:13]2[C:8]([C:5]3[CH:6]=[CH:7][C:2]([F:1])=[CH:3][CH:4]=3)=[N:9][C:10]([N:19]([CH3:24])[S:20]([CH3:23])(=[O:22])=[O:21])=[N:11][C:12]=2[CH:16]([CH3:18])[CH3:17])([C:33]2[CH:38]=[CH:37][CH:36]=[CH:35][CH:34]=2)=[O:43])[CH:32]=[CH:31][CH:30]=[CH:29][CH:28]=1 |f:2.3|. Reported procedure: 2.02 g (5.69 mmol) of [4-(4-fluorophenyl)-6-isopropyl-2-(N-methyl-N-methylsulfonylamino)pyrimidin-5-yl]methanol was initially charged in 13.1 g of toluene and, with ice-bath cooling, admixed with 1.67 g (7.51 mmol) of chlorodiphenylphosphine in 1.9 g of toluene. The mixture was heated at 109° C. for 3 h. After cooling to room temperature, 590 mg (8.94 mmol) of solid potassium hydroxide and 159 mg (0.582 mmol) of 18-crown-6 were added, and the mixture was stirred vigorously at 60° C. for 3.5 h. 3... Reactants: O=C([O-])[O-], CCOC(=O)C1(COS(C)(=O)=O)CC1, Cc1c(O)ccc(OCc2ccccc2)c1C, [Cs+], [Cs+], CN(C)C=O. The product is CCOC(=O)C1(COc2ccc(OCc3ccccc3)c(C)c2C)CC1. As a reaction SMILES: [C:32](=[O:33])([O-:34])[O-:35].[CH2:18]([CH3:19])[O:20][C:21](=[O:22])[C:23]1([CH2:26][O:27][S:28]([CH3:29])(=[O:30])=[O:31])[CH2:24][CH2:25]1.[CH2:1]([c:2]1[cH:3][cH:4][cH:5][cH:6][cH:7]1)[O:8][c:9]1[c:10]([CH3:17])[c:11]([CH3:16])[c:12]([OH:15])[cH:13][cH:14]1.[Cs+:36].[Cs+:37].[O:38]=[CH:39][N:40]([CH3:41])[CH3:42]>>[CH2:1]([c:2]1[cH:3][cH:4][cH:5][cH:6][cH:7]1)[O:8][c:9]1[c:10]([CH3:17])[c:11]([CH3:16])[c:12]([O:15][CH2:26][C:23]2([C:21]([O:20][CH2:18][CH3:19])=[O:22])[CH2:24][CH2:25]2)[cH:13][cH:14]1. Product: CC(C)(C)c1ccc2cc(C(=O)O)cnc2c1. Reaction SMILES: [C:1]([CH3:2])([CH3:3])([CH3:4])[c:5]1[cH:6][cH:7][c:8]2[cH:9][c:10]([C:15](=[O:16])[O:17][CH2:18][CH3:19])[cH:11][n:12][c:13]2[cH:14]1.[CH3:22][CH2:23][OH:24].[Na+:21].[OH-:20]>>[C:1]([CH3:2])([CH3:3])([CH3:4])[c:5]1[cH:6][cH:7][c:8]2[cH:9][c:10]([C:15](=[O:16])[OH:17])[cH:11][n:12][c:13]2[cH:14]1. Reactants: CCOC(=O)c1cnc2cc(C(C)(C)C)ccc2c1, CCO, [Na+], [OH-]. Reactants: OC=1C=C2C(=C(NC2=CC1)C)C(=O)OCC (ethyl 5-hydroxy-2-methyl-indole-3-carboxylate), C(C1CO1)OS(=O)(=O)C1=CC(=CC=C1)[N+](=O)[O-] (glycidyl-3-nitrobenzenesulfonate), C([O-])([O-])=O.[K+].[K+] (potassium carbonate). Run in reagent, CC(=O)C (acetone). Yields the product C(C)OC(=O)C1=C(NC2=CC=C(C=C12)OCC1OC1)C (2-Methyl-5-oxiranylmethoxy-1H-indole-3-carboxylic acid ethyl ester). The yield is 96.3%. Reaction SMILES: [OH:1][C:2]1[CH:3]=[C:4]2[C:8](=[CH:9][CH:10]=1)[NH:7][C:6]([CH3:11])=[C:5]2[C:12]([O:14][CH2:15][CH3:16])=[O:13].[CH2:17](OS(C1C=CC=C([N+]([O-])=O)C=1)(=O)=O)[CH:18]1[O:20][CH2:19]1.C(=O)([O-])[O-].[K+].[K+]>CC(C)=O>[CH2:15]([O:14][C:12]([C:5]1[C:4]2[C:8](=[CH:9][CH:10]=[C:2]([O:1][CH2:17][CH:18]3[CH2:19][O:20]3)[CH:3]=2)[NH:7][C:6]=1[CH3:11])=[O:13])[CH3:16] |f:2.3.4|. Procedure details: A solution of 2.19 g (10 mmol) of ethyl 5-hydroxy-2-methyl-indole-3-carboxylate, 2.6 g (10 mmol) of 2S(+) glycidyl-3-nitrobenzenesulfonate and 1.5 g (11 mmol) of potassium carbonate in 25 mL reagent grade acetone was refluxed overnight. The mixture was then allowed to cool to room temperature and the solids were removed by vacuum filtration. The filtrate was concentrated in vacuo and the residue was dissolved in ethyl acetate. The organics were washed once with water, twice with brine, dried ove... Reactants: C(C)(C)(C)OC(CN1C(=NC2=C1C=CC(=C2)N(CCCOC2=CC=CC=C2)S(=O)(=O)C2=CC=C(C=C2)F)CCC)=O ({5-[(4-Fluoro-benzenesulfonyl)-(3-phenoxy-propyl)-amino]-2-propyl-benzoimidazol-1-yl}-acetic acid tert-butyl ester), C(=O)(C(F)(F)F)O (TFA). Product: FC1=CC=C(C=C1)S(=O)(=O)N(C1=CC2=C(N(C(=N2)CCC)CC(=O)O)C=C1)CCCOC1=CC=CC=C1 ({5-[(4-Fluoro-benzenesulfonyl)-(3-phenoxy-propyl)-amino]-2-propyl-benzoimidazol-1-yl}-acetic acid). RXN SMILES: C([O:5][C:6](=[O:41])[CH2:7][N:8]1[C:12]2[CH:13]=[CH:14][C:15]([N:17]([S:28]([C:31]3[CH:36]=[CH:35][C:34]([F:37])=[CH:33][CH:32]=3)(=[O:30])=[O:29])[CH2:18][CH2:19][CH2:20][O:21][C:22]3[CH:27]=[CH:26][CH:25]=[CH:24][CH:23]=3)=[CH:16][C:11]=2[N:10]=[C:9]1[CH2:38][CH2:39][CH3:40])(C)(C)C.C(O)(C(F)(F)F)=O>>[F:37][C:34]1[CH:35]=[CH:36][C:31]([S:28]([N:17]([CH2:18][CH2:19][CH2:20][O:21][C:22]2[CH:23]=[CH:24][CH:25]=[CH:26][CH:27]=2)[C:15]2[CH:14]=[CH:13][C:12]3[N:8]([CH2:7][C:6]([OH:41])=[O:5])[C:9]([CH2:38][CH2:39][CH3:40])=[N:10][C:11]=3[CH:16]=2)(=[O:30])=[O:29])=[CH:32][CH:33]=1. Procedure details: {5-[(4-Fluoro-benzenesulfonyl)-(3-phenoxy-propyl)-amino]-2-propyl-benzoimidazol-1-yl}-acetic acid tert-butyl ester was treated with TFA (2 mL) for 2 hours, concentrated, and purified by preparative LCMS to give the title compound. 1H NMR (d6-DMSO) δ7.62 (m, 2H), 7.30 (m, 6H), 6.88 (m, 4H), 4.62 (s, 2H), 3.99 (t, 2H), 3.74 (t, 2H), 2.71 (m, 2H), 1.71 (m, 4H), 0.99 (t, 3H). MS calculated for C27H26FN3O5S—H: 524, observed: 524.